From a dataset of the Open Reaction Database (ORD), a public repository of structured organic reaction records. describe an organic reaction: reactants, conditions, products, and yield Starting materials: C(C=C)OC1CC(NC(C1)(C)C)(C)C (4-allyloxy-2,2,6,6-tetramethyl-piperidine), C(OCC=C)(OCC=C)=O (di-allyl carbonate). The reagents and catalysts are Cl[Pd]Cl (PdCl2). Reaction conditions: temperature 110 celsius, time 24 hour. Product: C(C=C)N1C(CC(CC1(C)C)OCC=C)(C)C (1-allyl-4-allyloxy-2,2,6,6-tetramethyl-piperidine). The yield is 63.0%. As a reaction SMILES: [CH2:1]([O:4][CH:5]1[CH2:10][C:9]([CH3:12])([CH3:11])[NH:8][C:7]([CH3:14])([CH3:13])[CH2:6]1)[CH:2]=[CH2:3].C(=O)(OCC=C)O[CH2:17][CH:18]=[CH2:19]>Cl[Pd]Cl>[CH2:19]([N:8]1[C:7]([CH3:14])([CH3:13])[CH2:6][CH:5]([O:4][CH2:1][CH:2]=[CH2:3])[CH2:10][C:9]1([CH3:12])[CH3:11])[CH:18]=[CH2:17]. Procedure: 4-allyloxy-2,2,6,6-tetramethyl-piperidine (150 g, 0.76 mol), di-allyl carbonate (115 g, 0.8 mol) and PdCl2 (1.35 g, 1.6 mmol) are charged under nitrogen atmosphere into a 3-necked 500 ml-flask equipped with a thermometer and a reflux condenser. The solution is heated under stirring to 110° C. for 24 hours. Gas-chromatographic analysis of the reaction mixture then shows that the reaction produced the desired 1-allyl-4-allyloxy-2,2,6,6-tetramethyl-piperidine in 63% yield (calculated on the startin... The reactants are FC1=CC=C2C(=NNC2=C1)CC1C(N(C2=C(N(C1=O)CC(=O)N(C(C)C)C1=CC=C(C=C1)F)C=CC=C2)C2=CC=CC=C2)=O (2-[3-(6-Fluoro-1H-indazol-3-ylmethyl)-2,4-dioxo-5-phenyl-2,3,4,5,-tetrahydro-benzo[b][1,4]diazepin-1-yl]-N-(4-fluoro-phenyl)-N-isopropyl-acetamide), C(C)(=O)OC(C)=O (Acetic anhydride). RXN SMILES: [F:1][C:2]1[CH:10]=[C:9]2[C:5]([C:6]([CH2:11][CH:12]3[C:18](=[O:19])[N:17]([CH2:20][C:21]([N:23]([C:27]4[CH:32]=[CH:31][C:30]([F:33])=[CH:29][CH:28]=4)[CH:24]([CH3:26])[CH3:25])=[O:22])[C:16]4[CH:34]=[CH:35][CH:36]=[CH:37][C:15]=4[N:14]([C:38]4[CH:43]=[CH:42][CH:41]=[CH:40][CH:39]=4)[C:13]3=[O:44])=[N:7][NH:8]2)=[CH:4][CH:3]=1.[C:45](OC(=O)C)(=[O:47])[CH3:46]>>[C:45]([N:8]1[C:9]2[C:5](=[CH:4][CH:3]=[C:2]([F:1])[CH:10]=2)[C:6]([CH2:11][CH:12]2[C:18](=[O:19])[N:17]([CH2:20][C:21]([N:23]([C:27]3[CH:32]=[CH:31][C:30]([F:33])=[CH:29][CH:28]=3)[CH:24]([CH3:25])[CH3:26])=[O:22])[C:16]3[CH:34]=[CH:35][CH:36]=[CH:37][C:15]=3[N:14]([C:38]3[CH:39]=[CH:40][CH:41]=[CH:42][CH:43]=3)[C:13]2=[O:44])=[N:7]1)(=[O:47])[CH3:46]. Yields the product C(C)(=O)N1N=C(C2=CC=C(C=C12)F)CC1C(N(C2=C(N(C1=O)CC(=O)N(C(C)C)C1=CC=C(C=C1)F)C=CC=C2)C2=CC=CC=C2)=O (2-[3-(1-Acetyl-6-fluoro-1H-indazol-3-ylmethyl)-2,4-dioxo-5-phenyl-2,3,4,5,tetrahydro-benzo[b][1,4]diazepin-1-yl]-N-(4-fluoro-phenyl)-N-isopropyl-acetamide). Reported procedure: 300 mg (0.505 mmol) 2-[3-(6-Fluoro-1H-indazol-3-ylmethyl)-2,4-dioxo-5-phenyl-2,3,4,5,-tetrahydro-benzo[b][1,4]diazepin-1-yl]-N-(4-fluoro-phenyl)-N-isopropyl-acetamide, prepared as in Example 63, is dissolved in 15 mL Acetic anhydride and heated at reflux 1 h. The solvent is removed in vacuo and the residue purified by preparative HPLC on a Delta-Pak C-18 column eluted from 35% to 60% CH3CN in H2O with 0.1% TFA buffer over 30 minutes at 150 mL/min. The appropriate fraction is frozen and lyophiliz... Starting materials: N1(CCNC(CC1)C(=O)OC(C)(C)C)C(=O)OC(C)(C)C (di-tert-butyl 1,4-diazepane-1,5-dicarboxylate), TEA, C(C1=CC=CC=C1)(=O)Cl (benzoyl chloride). Solvent: C(Cl)Cl (DCM). Run at time 1 hour. Yields the product C(C1=CC=CC=C1)(=O)N1CCN(CCC1C(=O)OC(C)(C)C)C(=O)OC(C)(C)C (di-tert-butyl 4-benzoyl-1,4-diazepane-1,5-dicarboxylate). Isolated yield 49.0%. Reaction SMILES: [N:1]1([C:15]([O:17][C:18]([CH3:21])([CH3:20])[CH3:19])=[O:16])[CH2:7][CH2:6][CH:5]([C:8]([O:10][C:11]([CH3:14])([CH3:13])[CH3:12])=[O:9])[NH:4][CH2:3][CH2:2]1.[C:22](Cl)(=[O:29])[C:23]1[CH:28]=[CH:27][CH:26]=[CH:25][CH:24]=1>C(Cl)Cl>[C:22]([N:4]1[CH:5]([C:8]([O:10][C:11]([CH3:13])([CH3:14])[CH3:12])=[O:9])[CH2:6][CH2:7][N:1]([C:15]([O:17][C:18]([CH3:21])([CH3:20])[CH3:19])=[O:16])[CH2:2][CH2:3]1)(=[O:29])[C:23]1[CH:28]=[CH:27][CH:26]=[CH:25][CH:24]=1. Procedure: To a solution of Intermediate 3-2 (4.21 g) and TEA (2.0 g) in DCM (50 mL) was added benzoyl chloride (2.11 g) slowly. After stirring at room temperature for 1 hour and then the reaction was quenched with saturated sodium bicarbonate. The organic phase was dried over sodium sulfate and evaporated to dryness. Purification was achieved by chromatography on an ISCO column (RediSep 12, gradient elution with 10% to 70% EtOAc/Hex providing pure Intermediate 3-3 (2.82 g, 49% yield for the three steps). The reactants are [H][H] (hydrogen), [H][H] (hydrogen), N#N.[H][H] (nitrogen hydrogen), ClC=1C(=NC=CC1OC1=C(C=C(C=C1)[N+](=O)[O-])F)N=C(C1=CC=CC=C1)C1=CC=CC=C1 (3-Chloro-N-(diphenylmethylene)-4-(2-fluoro-4-nitrophenoxy)pyridin-2-amine), [H][H] (hydrogen). The reagents and catalysts are [Ni] (Nickel). Solvent: Me THF. Run at temperature 90 celsius. The product is NC1=CC(=C(OC2=C(C(=NC=C2)N=C(C2=CC=CC=C2)C2=CC=CC=C2)Cl)C=C1)F (4-(4-Amino-2-fluorophenoxy)-3-chloro-N-(diphenylmethylene)pyridin-2-amine). The yield is 95.2%. RXN SMILES: [Cl:1][C:2]1[C:3]([N:19]=[C:20]([C:27]2[CH:32]=[CH:31][CH:30]=[CH:29][CH:28]=2)[C:21]2[CH:26]=[CH:25][CH:24]=[CH:23][CH:22]=2)=[N:4][CH:5]=[CH:6][C:7]=1[O:8][C:9]1[CH:14]=[CH:13][C:12]([N+:15]([O-])=O)=[CH:11][C:10]=1[F:18].N#N.[H][H].[H][H]>[Ni]>[NH2:15][C:12]1[CH:13]=[CH:14][C:9]([O:8][C:7]2[CH:6]=[CH:5][N:4]=[C:3]([N:19]=[C:20]([C:21]3[CH:26]=[CH:25][CH:24]=[CH:23][CH:22]=3)[C:27]3[CH:32]=[CH:31][CH:30]=[CH:29][CH:28]=3)[C:2]=2[Cl:1])=[C:10]([F:18])[CH:11]=1 |f:1.2|. Procedure details: To a reactor was added 10 g of 3-Chloro-N-(diphenylmethylene)-4-(2-fluoro-4-nitrophenoxy)pyridin-2-amine, 1.4 g of Ra-Nickel (type A-5001 from Johnson Matthay) and 100 mL of Me-THF. The reactor was inerted by three nitrogen/hydrogen swings, then pressurized to 25 psig with hydrogen. The reaction mixture was stirred under 25 psig of hydrogen at 25° C. until the hydrogen uptake ceased (1.6 L consumed) and the reaction was judged complete by HPLC. BuOAc (50 mL) was added to the reaction mixture and... Starting materials: CC(CC)(C)C1(C=CC=C1)C(CC)(C)C (di-(1,1-dimethyl-propyl)cyclopentadiene), S(=O)(=O)(OCCN(C)C)C1=CC=C(C)C=C1 (2-dimethylaminoethyl tosylate), O (water), solution, C(CCC)[Li] (n-butyllithium). Solvent: O1CCCC1 (tetrahydrofuran), O1CCCC1.CCCCCC (tetrahydrofuran hexane), CCCCCC (hexane). Conditions: time 24 hour. Product: CN(C)CCC1=CC=CC1(C(CC)(C)C)C(CC)(C)C ((dimethylaminoethyl)di(1,1-dimethyl-propyl)cyclopentadiene). RXN SMILES: C([Li])CCC.[CH3:6][C:7]([C:11]1([C:16]([CH3:20])([CH3:19])[CH2:17][CH3:18])[CH:15]=[CH:14][CH:13]=[CH:12]1)([CH3:10])[CH2:8][CH3:9].S(C1C=CC(C)=CC=1)(O[CH2:25][CH2:26][N:27]([CH3:29])[CH3:28])(=O)=O.O>CCCCCC.O1CCCC1.O1CCCC1.CCCCCC>[CH3:28][N:27]([CH2:26][CH2:25][C:15]1[C:11]([C:16]([CH3:19])([CH3:20])[CH2:17][CH3:18])([C:7]([CH3:6])([CH3:10])[CH2:8][CH3:9])[CH:12]=[CH:13][CH:14]=1)[CH3:29] |f:6.7|. Procedure: Twenty-five mL of a 1.6 molar solution of n-butyllithium in hexane was added dropwise to a cooled (0° C. ) solution of di-(1,1-dimethyl-propyl)cyclopentadiene (8.25 g; 40.0 mmol) in dry tetrahydrofuran (125 ml) under a nitrogen atmosphere in a 250 mL three-necked round-bottomed flask provided with a magnetic stirrer and a dropping funnel. After 24 hours of stirring at room temperature, a solution of 2-dimethylaminoethyl tosylate (40.0 mmol) prepared in situ in tetrahydrofuran/hexane was added. A... Reactants: CO, [Na+], [OH-], COC(C(=O)OC1(C2CCCCN2C(=O)OC(C)(C)C)CN(C(=O)OCc2ccccc2)C1)(c1ccccc1)C(F)(F)F. Yields the product CC(C)(C)OC(=O)N1CCCCC1C1(O)CN(C(=O)OCc2ccccc2)C1. Reaction SMILES: [CH3:46][OH:47].[Na+:45].[OH-:44].[c:1]1([CH2:7][O:8][C:9](=[O:10])[N:11]2[CH2:12][C:13]([O:15][C:16](=[O:17])[C:18]([O:19][CH3:20])([c:21]3[cH:22][cH:23][cH:24][cH:25][cH:26]3)[C:27]([F:28])([F:29])[F:30])([CH:31]3[N:32]([C:37](=[O:38])[O:39][C:40]([CH3:41])([CH3:42])[CH3:43])[CH2:33][CH2:34][CH2:35][CH2:36]3)[CH2:14]2)[cH:2][cH:3][cH:4][cH:5][cH:6]1>>[c:1]1([CH2:7][O:8][C:9](=[O:10])[N:11]2[CH2:12][C:13]([OH:15])([CH:31]3[N:32]([C:37](=[O:38])[O:39][C:40]([CH3:41])([CH3:42])[CH3:43])[CH2:33][CH2:34][CH2:35][CH2:36]3)[CH2:14]2)[cH:2][cH:3][cH:4][cH:5][cH:6]1. Reactants: C([O-])(O)=O.[K+] (potassium bicarbonate), C1COCCOCCOCCOCCOCCO1 (18-crown-6), C1(=CC=CC2=CC=CC=C12)S (naphthalene-1-thiol), C1(CCC1)Br (cyclobutyl bromide), C([O-])([O-])=O.[K+].[K+] (potassium carbonate), OOS(=O)[O-].[K+] (Oxone). Solvent: CC(=O)C (acetone), ClCCl (dichloromethane), O (water), C(C)#N (acetonitrile), O (water). Run at temperature 70 celsius, time 40 hour. Product: C1(CCC1)S(=O)(=O)C1=CC=CC2=CC=CC=C12 (1-Cyclobutanesulfonyl-naphthalene). The yield is 14.0%. As a reaction SMILES: [C:1]1(S)[C:10]2[C:5](=[CH:6][CH:7]=[CH:8][CH:9]=2)[CH:4]=[CH:3][CH:2]=1.[CH:12]1(Br)[CH2:15][CH2:14][CH2:13]1.C(=O)([O-])[O-].[K+].[K+].C(=O)(O)[O-].[K+].C1OCCOCCOCCOCCOCCOC1.O[O:47][S:48]([O-:50])=O.[K+]>O.CC(C)=O.ClCCl.C(#N)C>[CH:12]1([S:48]([C:9]2[C:10]3[C:5](=[CH:4][CH:3]=[CH:2][CH:1]=3)[CH:6]=[CH:7][CH:8]=2)(=[O:50])=[O:47])[CH2:15][CH2:14][CH2:13]1 |f:2.3.4,5.6,8.9|. Procedure: A mixture of naphthalene-1-thiol (1.17 g, 7.3 mmol), cyclobutyl bromide (1.45 g, 10.7 mmol), potassium carbonate (1.06 g, 7.7 mmol) and acetonitrile (20 ml) was stirred at 70° C. for 40 hours. the mixture was poured into water and extracted into ethyl acetate. The combined organic extracts were dried (Na2SO4) and concentrated. The residue was treated with dichloromethane (30 ml), acetone (5 ml), 10% aqueous potassium bicarbonate and 18-crown-6 (100 mg, 0.4 mmol) and a solution of Oxone™ (10 g) i... The reactants are [H-].[Na+] (NaH), N1=CC=CC=C1 (pyridine), CC(C)(C)[Si](C)(C)Cl (TBDMSCl), N[C@@H](CC1=CNC=N1)CO (histidinol), Cl.Cl.N[C@@H](CC1=CNC=N1)CO (histidinol dihydrochloride). Solvent: CCCCCC (hexane), CN(C)C=O (DMF). Conditions: time 1.5 hour. The product is N.C(Cl)Cl (NH3 CH2Cl2), N[C@@H](CC1=CNC=N1)CO (histidinol). As a reaction SMILES: [NH2:1][C@H:2](CO)CC1N=CNC=1.[H-].[Na+].[ClH:13].[ClH:14].[NH2:15][C@H:16]([CH2:23][OH:24])[CH2:17][C:18]1[N:22]=[CH:21][NH:20][CH:19]=1.N1C=CC=CC=1.CC([Si](Cl)(C)C)(C)C>CCCCCC.CN(C=O)C>[NH3:1].[CH2:2]([Cl:14])[Cl:13].[NH2:15][C@H:16]([CH2:23][OH:24])[CH2:17][C:18]1[N:22]=[CH:21][NH:20][CH:19]=1 |f:1.2,3.4.5,10.11|. Procedure details: TBDMS protected histidinol 14--To a stirred solution of 205 mg (5.1 mmol) of NaH washed 3× with hexane, under argon, in 3.0 mL DMF was added in portions 500 mg (2.3 mmol) of histidinol dihydrochloride, resulting in moderate gas evolution. The solution was stirred for 1.5 h, then 1.8 mL (23 mmol) of anhydrous pyridine and 693.0 mg (4.6 mmol) of TBDMSCl was added. The solution was stirred for 1.5 h, concentrated in vacuo and flash chromatographed on silica with 15% CH3OH.NH3 /CH2Cl2 to yield 14. Reactants: CC(=O)OC(Cc1cccc(NC(=O)c2nc(C3CCCCC3)[nH]c2CCC23CC4CC(CC(C4)C2)C3)c1)C(=O)OC(C)(C)C, O=C([O-])[O-], CO, [K+], [K+], O. Product: CC(C)(C)OC(=O)C(O)Cc1cccc(NC(=O)c2nc(C3CCCCC3)[nH]c2CCC23CC4CC(CC(C4)C2)C3)c1. As a reaction SMILES: [C:1]([CH3:2])([CH3:3])([CH3:4])[O:5][C:6]([CH:7]([CH2:8][c:9]1[cH:10][c:11]([NH:15][C:16](=[O:17])[c:18]2[n:19][c:20]([CH:35]3[CH2:36][CH2:37][CH2:38][CH2:39][CH2:40]3)[nH:21][c:22]2[CH2:23][CH2:24][C:25]23[CH2:26][CH:27]4[CH2:28][CH:29]([CH2:30][CH:31]([CH2:32]2)[CH2:33]4)[CH2:34]3)[cH:12][cH:13][cH:14]1)[O:41][C:42](=[O:43])[CH3:44])=[O:45].[C:46](=[O:47])([O-:48])[O-:49].[CH3:52][OH:53].[K+:50].[K+:51].[OH2:54]>>[C:1]([CH3:2])([CH3:3])([CH3:4])[O:5][C:6]([CH:7]([CH2:8][c:9]1[cH:10][c:11]([NH:15][C:16](=[O:17])[c:18]2[n:19][c:20]([CH:35]3[CH2:36][CH2:37][CH2:38][CH2:39][CH2:40]3)[nH:21][c:22]2[CH2:23][CH2:24][C:25]23[CH2:26][CH:27]4[CH2:28][CH:29]([CH2:30][CH:31]([CH2:32]2)[CH2:33]4)[CH2:34]3)[cH:12][cH:13][cH:14]1)[OH:41])=[O:45].